Dataset: the Open Reaction Database (ORD), a public repository of structured organic reaction records. Task: describe an organic reaction: reactants, conditions, products, and yield Reactants: C1=CC=C(C2=C1C1=C(CCC2)C=CC=C1)C(=O)Cl (6,7-dihydro-5H-dibenzo[a,c]cycloheptene-4-carbonyl chloride), [H-].[Al+3].[Li+].[H-].[H-].[H-] (lithium aluminum hydride), C(C)OCC (diethyl ether). The solvent is CO.O (methanol water). Yields the product C1=CC=C(C2=C1C1=C(CCC2)C=CC=C1)CO (6,7-dihydro-5H-dibenzo[a,c]cycloheptene-4-methanol). As a reaction SMILES: [CH:1]1[C:6]2[C:7]3[CH:15]=[CH:14][CH:13]=[CH:12][C:8]=3[CH2:9][CH2:10][CH2:11][C:5]=2[C:4]([C:16](Cl)=[O:17])=[CH:3][CH:2]=1.[H-].[Al+3].[Li+].[H-].[H-].[H-].C(OCC)C>CO.O>[CH:1]1[C:6]2[C:7]3[CH:15]=[CH:14][CH:13]=[CH:12][C:8]=3[CH2:9][CH2:10][CH2:11][C:5]=2[C:4]([CH2:16][OH:17])=[CH:3][CH:2]=1 |f:1.2.3.4.5.6,8.9|. Reported procedure: The reaction of 6,7-dihydro-5H-dibenzo[a,c]cycloheptene-4-carbonyl chloride (3.5 grams, 0.014 mole), lithium aluminum hydride (0.6 grams, 0.016 mole), and diethyl ether (100 ml) gave a yellow oil. The oil was dissolved in methanol/water, and the solution was extracted with diethyl ether. The extract was dried over anhydrous magnesium sulfate and filtered. The filtrate was evaporated to give 6,7-dihydro-5H-dibenzo[a,c]cycloheptene-4-methanol as a yellow oil. The reactants are CS(=O)(=O)CCC[C@@H](CCC=C(C)C)C (1-methanesulfonyl-4-(R)-methyl-8-methylnon-7-ene), N1C(=O)N(C)C=2N=CN(C)C2C1=O.[Na] (sodium theobromine), O (water). The solvent is CS(=O)C (dimethylsulfoxide). Conditions: temperature 60 celsius, time 16 hour. Product: C[C@@H](CCCN1C(=O)N(C=2N=CN(C2C1=O)C)C)CCC=C(C)C (1-(4-(R)-Methyl-8-methylnon-7-enyl)-3,7-dimethylxanthine). Isolated yield 28.0%. Reaction SMILES: [NH:1]1[C:12](=[O:13])[C:11]2[N:9]([CH3:10])[CH:8]=[N:7][C:6]=2[N:4]([CH3:5])[C:2]1=[O:3].[Na].CS([CH2:19][CH2:20][CH2:21][C@H:22]([CH3:29])[CH2:23][CH2:24][CH:25]=[C:26]([CH3:28])[CH3:27])(=O)=O.O>CS(C)=O>[CH3:29][C@H:22]([CH2:23][CH2:24][CH:25]=[C:26]([CH3:28])[CH3:27])[CH2:21][CH2:20][CH2:19][N:1]1[C:12](=[O:13])[C:11]2[N:9]([CH3:10])[CH:8]=[N:7][C:6]=2[N:4]([CH3:5])[C:2]1=[O:3] |f:0.1,^1:13|. Reported procedure: To a suspension of sodium theobromine (4.05 g, 20.0 mmol) in dimethylsulfoxide (50 mL) was added 1-methanesulfonyl-4-(R)-methyl-8-methylnon-7-ene and the reaction stirred for 16 hours at 60° C. The mixture was then poured into water (100 mL) and extracted with ethyl acetate (100 mL, 2×50 mL). The organic portions were combined, dried using magnesium sulfate and the solvent evaporated to give a residue which was purified by column chromatography using ethyl acetate/hexane to yield 1.70 g (28% yie... Reactants: N1C(=NC2=C1C=CC=C2)[S-].[Na+] (sodium 1H-benzoimidazole-2-thiolate), C(C)(C)(C)OC(NCCC1=CC=CC=C1)=O (Phenethyl-carbamic acid tert-butyl ester), ClCCCI (1-chloro-3-iodo-propane), [H-].[Na+] (sodium hydride). Run in CN(C)C=O (DMF). Conditions: time 30 minute. Product: C(C)(C)(C)OC(=O)N(CCCSC=1NC2=C(N1)C=CC=C2)CCC2=CC=CC=C2 (2-[3-(tert-Butoxycarbonyl-phenethyl-amino)-propylsulfanyl]-benzoimidazole). The yield is 14.0%. Reaction SMILES: [C:1]([O:5][C:6](=[O:16])[NH:7][CH2:8][CH2:9][C:10]1[CH:15]=[CH:14][CH:13]=[CH:12][CH:11]=1)([CH3:4])([CH3:3])[CH3:2].[H-].[Na+].Cl[CH2:20][CH2:21][CH2:22]I.[NH:24]1[C:28]2[CH:29]=[CH:30][CH:31]=[CH:32][C:27]=2[N:26]=[C:25]1[S-:33].[Na+]>CN(C=O)C>[C:1]([O:5][C:6]([N:7]([CH2:8][CH2:9][C:10]1[CH:11]=[CH:12][CH:13]=[CH:14][CH:15]=1)[CH2:20][CH2:21][CH2:22][S:33][C:25]1[NH:24][C:28]2[CH:29]=[CH:30][CH:31]=[CH:32][C:27]=2[N:26]=1)=[O:16])([CH3:4])([CH3:2])[CH3:3] |f:1.2,4.5|. Procedure details: Phenethyl-carbamic acid tert-butyl ester (1107 mg, 5.0 mmol) is dissolved in dry DMF (7.75 ml). To this solution, sodium hydride (60% w/w in oil, 302 mg, 7.55 mmol) is added under vigorous stirring and stirring is continued for 30 min. Then 1-chloro-3-iodo-propane (250 mg, 5.0 mmol) is dropped into the solution followed by stirring for 2 h at rt and another hour at 50° C. After switching off the heating and addition of sodium 1H-benzoimidazole-2-thiolate (1722 mg, 10 mmol) the mixture is allowed... The reactants are [OH-].[Na+] (NaOH), CNCC[C@@H]1CC[C@H](CC1)C(=O)O.Cl (trans-4-(2-methylamino-ethyl)-cyclohexanecarboxylic acid·HCl), C[Si](N[Si](C)(C)C)(C)C (hexamethyldisilazane), C1=CC(=CC=C1OC(=O)Cl)Cl (4-chlorophenylchloroformate). Solvent: O (water). Run at temperature 145 celsius, time 8 hour. Yields the product ClC1=CC=C(OC(=O)N(CC[C@@H]2CC[C@H](CC2)C(=O)O)C)C=C1 (trans-4-{2-[(4-chloro-phenoxycarbonyl)-methyl-amino]-ethyl}-cyclohexanecarboxylic acid). Isolated yield 80.7%. Reaction SMILES: [CH3:1][NH:2][CH2:3][CH2:4][C@H:5]1[CH2:10][CH2:9][C@H:8]([C:11]([OH:13])=[O:12])[CH2:7][CH2:6]1.Cl.C[Si](C)(C)N[Si](C)(C)C.[CH:24]1[C:29]([O:30][C:31](Cl)=[O:32])=[CH:28][CH:27]=[C:26]([Cl:34])[CH:25]=1.[OH-].[Na+]>O>[Cl:34][C:26]1[CH:27]=[CH:28][C:29]([O:30][C:31]([N:2]([CH3:1])[CH2:3][CH2:4][C@H:5]2[CH2:10][CH2:9][C@H:8]([C:11]([OH:13])=[O:12])[CH2:7][CH2:6]2)=[O:32])=[CH:24][CH:25]=1 |f:0.1,4.5|. Procedure: 1.55 g (7.00 mmol) of trans-4-(2-methylamino-ethyl)-cyclohexanecarboxylic acid·HCl were mixed with 18.4 mL (12.56 mmol, 1.8 eq) of hexamethyldisilazane and heated under reflux to 145° C. for 2.5 h. The solution was evaporated, the residue was suspended in THF and treated with 1.07 g (7.70 mmol, 1.1 eq) of 4-chlorophenylchloroformate at 0° C. and the solution was stirred at RT overnight. 10 mL of water was added at RT followed by 10 mL of 1M NaOH. Stirring was continued for 1 h at RT. The organic... Starting materials: [Al+3], [Al+3], ClCCl, [Ca+2], [Cl-], [Cl-], [Cl-], [Cl-], [Cl-], [Cl-], [Cl-], [Cl-], O=C(Cl)C(=O)Cl, O, O=C1CCC(c2ccccc2)CC1, O=C1CCC(c2ccccc2)CC1. Product: O=C1CCC(c2ccc(C(=O)Cl)cc2)CC1. RXN SMILES: [Al+3:25].[Al+3:2].[CH2:44]([Cl:45])[Cl:46].[Ca+2:43].[Cl-:1].[Cl-:24].[Cl-:39].[Cl-:3].[Cl-:40].[Cl-:41].[Cl-:42].[Cl-:4].[Cl:18][C:19](=[O:20])[C:21]([Cl:22])=[O:23].[OH2:47].[c:26]1([CH:27]2[CH2:28][CH2:29][C:30](=[O:31])[CH2:32][CH2:33]2)[cH:34][cH:35][cH:36][cH:37][cH:38]1.[c:5]1([CH:11]2[CH2:12][CH2:13][C:14](=[O:17])[CH2:15][CH2:16]2)[cH:6][cH:7][cH:8][cH:9][cH:10]1>>[c:5]1([CH:11]2[CH2:12][CH2:13][C:14](=[O:17])[CH2:15][CH2:16]2)[cH:6][cH:7][c:8]([C:19]([Cl:18])=[O:20])[cH:9][cH:10]1. The reactants are C(C)(=O)NCC(C(=O)OC)C1=CC=C(C(=O)OC(C)(C)C)C=C1 (tert-butyl 4-{1-[(acetylamino)methyl]-2-methoxy-2-oxoethyl}benzoate), [OH-].[K+] (KOH). Solvent: C1CCOC1 (THF), CO (MeOH), C(CC(O)(C(=O)O)CC(=O)O)(=O)O (citric acid). Reaction conditions: time 1 hour. Product: C(C)(=O)NCC(C(=O)O)C1=CC=C(C=C1)C(=O)OC(C)(C)C (3-(acetylamino)-2-[4-(tert-butoxycarbonyl)phenyl]propanoic acid). Reaction SMILES: [C:1]([NH:4][CH2:5][CH:6]([C:11]1[CH:23]=[CH:22][C:14]([C:15]([O:17][C:18]([CH3:21])([CH3:20])[CH3:19])=[O:16])=[CH:13][CH:12]=1)[C:7]([O:9]C)=[O:8])(=[O:3])[CH3:2].[OH-].[K+]>C1COCC1.CO.C(O)(=O)CC(CC(O)=O)(C(O)=O)O>[C:1]([NH:4][CH2:5][CH:6]([C:11]1[CH:12]=[CH:13][C:14]([C:15]([O:17][C:18]([CH3:21])([CH3:20])[CH3:19])=[O:16])=[CH:22][CH:23]=1)[C:7]([OH:9])=[O:8])(=[O:3])[CH3:2] |f:1.2|. Procedure: To a solution of tert-butyl 4-{1-[(acetylamino)methyl]-2-methoxy-2-oxoethyl}benzoate (530 mg, 1.65 mmol) in THF (9 mL) and MeOH (3 mL) was added KOH (1N, 1.98 mL, 1.98 mmol). After stirring at room temperature for 1 h, the mixture was diluted with 0.5 M citric acid and extracted with EtOAc. The organic layer was washed with water and brine, dried (MgSO4), and concentrated to yield 3-(acetylamino)-2-[4-(tert-butoxycarbonyl)phenyl]propanoic acid as a white powder. MS (ESI) calcd [M+Na]+ 330.1, fou...